This data is from the Open Reaction Database (ORD), a public repository of structured organic reaction records. The task is: describe an organic reaction: reactants, conditions, products, and yield Reactants: C1CCOC1, COC(=O)c1ccc(OCc2c(-c3ccc(F)c(F)c3)noc2CO)nc1, CO, CCOC(C)=O, Cl, [Li+], [OH-], O. Yields the product O=C(O)c1ccc(OCc2c(-c3ccc(F)c(F)c3)noc2CO)nc1. As a reaction SMILES: [CH2:32]1[O:33][CH2:34][CH2:35][CH2:36]1.[CH3:1][O:2][C:3]([c:4]1[cH:5][n:6][c:7]([O:10][CH2:11][c:12]2[c:13](-[c:19]3[cH:20][c:21]([F:26])[c:22]([F:25])[cH:23][cH:24]3)[n:14][o:15][c:16]2[CH2:17][OH:18])[cH:8][cH:9]1)=[O:27].[CH3:37][OH:38].[CH3:39][CH2:40][O:41][C:42](=[O:43])[CH3:44].[ClH:31].[Li+:29].[OH-:30].[OH2:28]>>[O:2]=[C:3]([c:4]1[cH:5][n:6][c:7]([O:10][CH2:11][c:12]2[c:13](-[c:19]3[cH:20][c:21]([F:26])[c:22]([F:25])[cH:23][cH:24]3)[n:14][o:15][c:16]2[CH2:17][OH:18])[cH:8][cH:9]1)[OH:27].